Dataset: the Open Reaction Database (ORD), a public repository of structured organic reaction records. Task: describe an organic reaction: reactants, conditions, products, and yield Starting materials: Cl, NO, [Na+], [Na+], O=C([O-])[O-], O=C1CCC2(CC1)OCCO2, O. Yields the product ON=C1CCC2(CC1)OCCO2. Reaction SMILES: [ClH:12].[NH2:13][OH:14].[Na+:15].[Na+:16].[O-:17][C:18](=[O:19])[O-:20].[O:1]1[CH2:2][CH2:3][O:4][C:5]12[CH2:6][CH2:7][C:8](=[O:11])[CH2:9][CH2:10]2.[OH2:21]>>[O:1]1[CH2:2][CH2:3][O:4][C:5]12[CH2:6][CH2:7][C:8](=[N:13][OH:14])[CH2:9][CH2:10]2. Reactants: C(#N)C1=NC=CC=C1 (2-cyanopyridine), C[Al](C)C (trimethylaluminum), Cl.CS(=O)(=O)C1=CC=C(N)C=C1 (4-(methylsulfonyl)aniline hydrochloride). Solvent: C1(=CC=CC=C1)C (toluene), C1(=CC=CC=C1)C (toluene), C(Cl)(Cl)Cl (chloroform). Reaction conditions: time 2.5 hour. Product: CS(=O)(=O)C1=CC=C(C=C1)NC(=N)C1=NC=CC=C1 (N-[4-(methylsulfonyl)phenyl]-2-pyridinecarboximidamide). RXN SMILES: Cl.[CH3:2][S:3]([C:6]1[CH:12]=[CH:11][C:9]([NH2:10])=[CH:8][CH:7]=1)(=[O:5])=[O:4].C[Al](C)C.[C:17]([C:19]1[CH:24]=[CH:23][CH:22]=[CH:21][N:20]=1)#[N:18]>C1(C)C=CC=CC=1.C(Cl)(Cl)Cl>[CH3:2][S:3]([C:6]1[CH:12]=[CH:11][C:9]([NH:10][C:17]([C:19]2[CH:24]=[CH:23][CH:22]=[CH:21][N:20]=2)=[NH:18])=[CH:8][CH:7]=1)(=[O:4])=[O:5] |f:0.1|. Procedure details: To a suspension of 4-(methylsulfonyl)aniline hydrochloride (6 g, 28.8 mmol) in toluene (150 ml) at 0° C., trimethylaluminum (2M solution in toluene, 21.6 ml, 43.2 mmol) was added over 15 minutes. The reaction mixture was warmed to room temperature and stirred for 2.5 hours. A solution of 2-cyanopyridine (6 g, 57.6 mmol) in toluene (150 ml) was added over 10 minutes and the reaction mixture was heated to 85°-90° C. After 24 hours, the reaction mixture was cooled to room temperature and poured ove... The reactants are CO, [H][H], O=c1[nH]c2ccccc2n1CCN1CCC(=C(c2ccccc2)c2ccccc2)CC1. Yields the product O=c1[nH]c2ccccc2n1CCN1CCC(C(c2ccccc2)c2ccccc2)CC1. RXN SMILES: [CH3:34][OH:35].[H:32][H:33].[c:1]1([C:7](=[C:8]2[CH2:9][CH2:10][N:11]([CH2:14][CH2:15][n:16]3[c:17](=[O:25])[nH:18][c:19]4[c:20]3[cH:21][cH:22][cH:23][cH:24]4)[CH2:12][CH2:13]2)[c:26]2[cH:27][cH:28][cH:29][cH:30][cH:31]2)[cH:2][cH:3][cH:4][cH:5][cH:6]1>>[c:1]1([CH:7]([CH:8]2[CH2:9][CH2:10][N:11]([CH2:14][CH2:15][n:16]3[c:17](=[O:25])[nH:18][c:19]4[c:20]3[cH:21][cH:22][cH:23][cH:24]4)[CH2:12][CH2:13]2)[c:26]2[cH:27][cH:28][cH:29][cH:30][cH:31]2)[cH:2][cH:3][cH:4][cH:5][cH:6]1. The reactants are O=C([O-])[O-], CCOC(CCCl)OCC, [K+], [K+], CN(C)C=O, O, NC(=O)c1ccc(O)cc1. Product: CCOC(CCOc1ccc(C(N)=O)cc1)OCC. RXN SMILES: [C:11](=[O:12])([O-:13])[O-:14].[Cl:22][CH2:23][CH2:24][CH:25]([O:26][CH2:27][CH3:28])[O:29][CH2:30][CH3:31].[K+:15].[K+:16].[O:17]=[CH:18][N:19]([CH3:20])[CH3:21].[OH2:32].[OH:1][c:2]1[cH:3][cH:4][c:5]([C:6](=[O:7])[NH2:8])[cH:9][cH:10]1>>[O:1]([c:2]1[cH:3][cH:4][c:5]([C:6](=[O:7])[NH2:8])[cH:9][cH:10]1)[CH2:23][CH2:24][CH:25]([O:26][CH2:27][CH3:28])[O:29][CH2:30][CH3:31]. Reactants: BrC(Br)(Br)Br, CC#N, c1ccc(P(c2ccccc2)c2ccccc2)cc1, OCCCc1c[nH]c2ccccc12. Yields the product BrCCCc1c[nH]c2ccccc12. As a reaction SMILES: [C:14]([Br:15])([Br:16])([Br:17])[Br:18].[CH3:38][C:39]#[N:40].[c:19]1([P:20]([c:21]2[cH:22][cH:23][cH:24][cH:25][cH:26]2)[c:27]2[cH:28][cH:29][cH:30][cH:31][cH:32]2)[cH:33][cH:34][cH:35][cH:36][cH:37]1.[nH:1]1[cH:2][c:3]([CH2:10][CH2:11][CH2:12][OH:13])[c:4]2[cH:5][cH:6][cH:7][cH:8][c:9]12>>[nH:1]1[cH:2][c:3]([CH2:10][CH2:11][CH2:12][Br:15])[c:4]2[cH:5][cH:6][cH:7][cH:8][c:9]12. The reactants are COCC=1C(=CC=2CC[C@H]3[C@@H]4CC[C@@H]([C@@]4(C)CC[C@@H]3C2C1)O)O (2-methoxymethyl-estra-1,3,5(10)-triene-3,17β-diol), CC(=O)C.OS(=O)(=O)O.O=[Cr](=O)=O (Jones reagent). The solvent is CC(=O)C (acetone). Run at temperature -70 celsius, time 45 minute. Product: OC1=CC=2CC[C@H]3[C@@H]4CCC([C@@]4(C)CC[C@@H]3C2C=C1COC)=O (3-Hydroxy-2-methoxymethyl-estra-1,3,5(10)-trien-17-one). The yield is 37.3%. RXN SMILES: [CH3:1][O:2][CH2:3][C:4]1[C:5]([OH:23])=[CH:6][C:7]2[CH2:8][CH2:9][C@@H:10]3[C@@H:19]([C:20]=2[CH:21]=1)[CH2:18][CH2:17][C@@:15]1([CH3:16])[C@H:11]3[CH2:12][CH2:13][C@@H:14]1[OH:22].CC(C)=O.OS(O)(=O)=O.O=[Cr](=O)=O>CC(C)=O>[OH:23][C:5]1[C:4]([CH2:3][O:2][CH3:1])=[CH:21][C:20]2[C@@H:19]3[C@H:10]([C@H:11]4[C@@:15]([CH2:17][CH2:18]3)([CH3:16])[C:14](=[O:22])[CH2:13][CH2:12]4)[CH2:9][CH2:8][C:7]=2[CH:6]=1 |f:1.2.3|. Reported procedure: 262 mg (828 μmol) of 2-methoxymethyl-estra-1,3,5(10)-triene-3,17β-diol was dissolved in acetone, cooled to −70° C., and mixed in portions with Jones reagent (1.6 mmol). After 45 minutes, it was quenched with methanol, mixed with water and extracted with ethyl acetate. The combined organic phases were washed with a saturated sodium chloride solution, dried on sodium sulfate, and concentrated by evaporation in a rotary evaporator. Flash chromatography (n-hexane/ethyl acetate) yielded 97 mg (37%) o... Reactants: COC(=O)C1CC(OS(=O)(=O)c2ccc(Br)cc2)CN1C(=O)OC(C)(C)C, CCOCC, Cl, C1COCCO1. The product is COC(=O)C1CC(OS(=O)(=O)c2ccc(Br)cc2)CN1, Cl. As a reaction SMILES: [Br:1][c:2]1[cH:3][cH:4][c:5]([S:8](=[O:9])(=[O:10])[O:11][CH:12]2[CH2:13][CH:14]([C:24](=[O:25])[O:26][CH3:27])[N:15]([C:17]([O:18][C:19]([CH3:20])([CH3:21])[CH3:22])=[O:23])[CH2:16]2)[cH:6][cH:7]1.[CH3:35][CH2:36][O:37][CH2:38][CH3:39].[ClH:28].[O:29]1[CH2:30][CH2:31][O:32][CH2:33][CH2:34]1>>[Br:1][c:2]1[cH:3][cH:4][c:5]([S:8](=[O:9])(=[O:10])[O:11][CH:12]2[CH2:13][CH:14]([C:24](=[O:25])[O:26][CH3:27])[NH:15][CH2:16]2)[cH:6][cH:7]1.[ClH:28]. Reactants: CC1(C=CC(CC1)=O)C1=CC=CC=C1 (4-methyl-4-phenylcyclohex-2-enone), C(CCC)OCN(C[Si](C)(C)C)CC1=CC=CC=C1 (N-butoxymethyl-N-trimethylsilylmethylbenzylamine), C([O-])([O-])=O.[K+].[K+] (potassium carbonate). Reagents/catalysts: FC(C(=O)O)(F)F (trifluoroacetic acid). Run in ClCCl (dichloromethane). Run at time 30 minute. Product: C(C1=CC=CC=C1)N1CC2C(CCC(C2C1)=O)(C1=CC=CC=C1)C ((3aRS,7SR,7aRS)-2-benzyl-7-methyl-7-phenyl-4-perhydroisoindolone). As a reaction SMILES: [CH3:1][C:2]1([C:9]2[CH:14]=[CH:13][CH:12]=[CH:11][CH:10]=2)[CH2:7][CH2:6][C:5](=[O:8])[CH:4]=[CH:3]1.C(O[CH2:20][N:21]([CH2:27][C:28]1[CH:33]=[CH:32][CH:31]=[CH:30][CH:29]=1)[CH2:22][Si](C)(C)C)CCC.C(=O)([O-])[O-].[K+].[K+]>ClCCl.FC(F)(F)C(O)=O>[CH2:27]([N:21]1[CH2:22][CH:6]2[CH:7]([C:2]([CH3:1])([C:9]3[CH:10]=[CH:11][CH:12]=[CH:13][CH:14]=3)[CH2:3][CH2:4][C:5]2=[O:8])[CH2:20]1)[C:28]1[CH:33]=[CH:32][CH:31]=[CH:30][CH:29]=1 |f:2.3.4|. Procedure details: To a solution of 14.5 g of 4-methyl-4-phenylcyclohex-2-enone and 24.45 cm3 of N-butoxymethyl-N-trimethylsilylmethylbenzylamine in 65 cm3 of dichloromethane are added, at a temperature of 25° C., 3 drops of trifluoroacetic acid. The reaction mixture is stirred at this temperature for 30 minutes and then heated to reflux for 2 hours. After cooling, 10 g of potassium carbonate are added, the mixture is stirred for 15 minutes and the solution is then filtered through a sinter funnel and concentrated... Starting materials: S(=O)(=O)(Cl)Cl (Sulfuryl chloride), CC1(OC=CC(O1)=O)C (2,2-dimethyl-1,3-dioxin-4-one), O (water). The solvent is N1=CC=CC=C1 (pyridine). Conditions: time 30 minute. The product is ClC=1C(OC(OC1)(C)C)=O (5-chloro-2,2-dimethyl-1,3-dioxin-4-one). Yield: 51.2%. Reaction SMILES: S(Cl)([Cl:4])(=O)=O.[CH3:6][C:7]1([CH3:14])[O:12][C:11](=[O:13])[CH:10]=[CH:9][O:8]1.O>N1C=CC=CC=1>[Cl:4][C:10]1[C:11](=[O:13])[O:12][C:7]([CH3:14])([CH3:6])[O:8][CH:9]=1. Procedure details: Sulfuryl chloride (2.44 mL, 0.03 mol) was added dropwise to a solution of 2,2-dimethyl-1,3-dioxin-4-one (3.2 g, 0.025 mol) in pyridine (16 mL) under cooling with ice. The mixture was stirred for 30 minutes, while the temperature was maintained, and was further stirred at room temperature for two hours. The reaction mixture was cooled with ice, and water was added to the reaction mixture. The reaction mixture was extracted with dichloromethane, and the formed dichloromethane layer was dried over ... The solvent is CC(=O)C (acetone), CC(=O)C (acetone), [OH-].[Na+] (sodium hydroxide), O (water). Product: 2-ethoxy-5-chloro-benzamido, C(C1=CC=CC=C1)(=O)O (benzoic acid). Procedure: 10 g of 4-(2-aminoethyl)-benzoic acid hydrochloride were dissolved in 60 ml of 2 N-sodium hydroxide solution and, after addition of 75 ml of acetone, a solution of 11 g of 2-ethoxy-5-chloro-benzoylchloride in 20 ml of acetone was added dropwise, while stirring. Stirring was continued for 2 hours, the mixture was diluted with water, filtered and acidified with dilute hydrochloric acid. After filtration with suction, the product was recrystallized from ethanol. The 4-(2-<2-ethoxy-5-chloro-benzamid... Reactants: C(C)OC1=C(C(=O)Cl)C=C(C=C1)Cl (2-ethoxy-5-chloro-benzoylchloride), Cl.NCCC1=CC=C(C(=O)O)C=C1 (4-(2-aminoethyl)-benzoic acid hydrochloride). Conditions: time 2 hour. Reaction SMILES: Cl.NCC[C:5]1[CH:13]=[CH:12][C:8]([C:9]([OH:11])=[O:10])=[CH:7][CH:6]=1.C(OC1C=CC(Cl)=CC=1C(Cl)=O)C>[OH-].[Na+].CC(C)=O.O>[C:9]([OH:11])(=[O:10])[C:8]1[CH:12]=[CH:13][CH:5]=[CH:6][CH:7]=1 |f:0.1,3.4|.